The task is: describe an organic reaction: reactants, conditions, products, and yield. This data is from the Open Reaction Database (ORD), a public repository of structured organic reaction records. The reactants are CCN, ClC(Cl)Cl, CC1(C)OC(C)(C)C(=CO)C1=O. Product: CCNC=C1C(=O)C(C)(C)OC1(C)C. RXN SMILES: [CH3:1][CH2:2][NH2:3].[CH:16]([Cl:17])([Cl:18])[Cl:19].[OH:4][CH:5]=[C:6]1[C:7](=[O:15])[C:8]([CH3:13])([CH3:14])[O:9][C:10]1([CH3:11])[CH3:12]>>[CH3:1][CH2:2][NH:3][CH:5]=[C:6]1[C:7](=[O:15])[C:8]([CH3:13])([CH3:14])[O:9][C:10]1([CH3:11])[CH3:12]. The reactants are resultant product, BrC=1C=C(C=CC1)CCCCO (4-(3-bromophenyl)butanol), 3-pyridylaldehyde, N1=CC(=CC=C1)C(=O)C=1C=C(C=CC1)CCCCO (4-[3-(3-pyridylcarbonyl)phenyl]butanol). Yields the product N1=CC(=CC=C1)C(=O)C=1C=C(C=CC1)CCCC(=O)O (4-[3-(3-Pyridylcarbonyl)phenyl]butyric Acid). RXN SMILES: BrC1C=C(CCCC[OH:12])C=CC=1.[N:13]1[CH:18]=[CH:17][CH:16]=[C:15]([C:19]([C:21]2[CH:22]=[C:23]([CH2:27][CH2:28][CH2:29][CH2:30][OH:31])[CH:24]=[CH:25][CH:26]=2)=[O:20])[CH:14]=1>>[N:13]1[CH:18]=[CH:17][CH:16]=[C:15]([C:19]([C:21]2[CH:22]=[C:23]([CH2:27][CH2:28][CH2:29][C:30]([OH:12])=[O:31])[CH:24]=[CH:25][CH:26]=2)=[O:20])[CH:14]=1. Procedure details: 4-(3-bromophenyl)butanol and 3-pyridylaldehyde were reacted to synthesize 4-[3-(3-pyridylcarbonyl)phenyl]butanol, then the resultant product was oxidized by a similar method as in Example 2(3) to synthesize the desired compound. Reactants: C(C)(C)(C)C1CCC(CC1)OC=1C=C2C=CC(=CC2=CC1)C1(COC1)NS(=O)C(C)(C)C (2-methyl-propane-2-sulfinic acid {3-[6-(4-tert-butyl-cyclohexyloxy)-naphthalen-2-yl]-oxetan-3-yl}-amide), C(Cl)Cl (methylene chloride), Cl (hydrogen chloride), CCOCC (ether). Run in C1CCCCC1 (cyclohexane). Run at time 10 minute. The product is C(C)(C)(C)[C@@H]1CC[C@H](CC1)OC=1C=C2C=CC(=CC2=CC1)C1(COC1)N (3-(6-(trans-4-tert-butylcyclohexyloxy)naphthalen-2-yl)oxetan-3-amine). The yield is 66.7%. RXN SMILES: [C:1]([CH:5]1[CH2:10][CH2:9][CH:8]([O:11][C:12]2[CH:13]=[C:14]3[C:19](=[CH:20][CH:21]=2)[CH:18]=[C:17]([C:22]2([NH:26]S(C(C)(C)C)=O)[CH2:25][O:24][CH2:23]2)[CH:16]=[CH:15]3)[CH2:7][CH2:6]1)([CH3:4])([CH3:3])[CH3:2].C(Cl)Cl.Cl.CCOCC>C1CCCCC1>[C:1]([C@H:5]1[CH2:10][CH2:9][C@H:8]([O:11][C:12]2[CH:13]=[C:14]3[C:19](=[CH:20][CH:21]=2)[CH:18]=[C:17]([C:22]2([NH2:26])[CH2:23][O:24][CH2:25]2)[CH:16]=[CH:15]3)[CH2:7][CH2:6]1)([CH3:4])([CH3:2])[CH3:3]. Procedure details: To a solution of 2-methyl-propane-2-sulfinic acid {3-[6-(4-tert-butyl-cyclohexyloxy)-naphthalen-2-yl]-oxetan-3-yl}-amide (86 mg, 0.19 mmol) in methylene chloride (2 mL, 30 mmol) was added 2.0 M of hydrogen chloride in ether (0.188 mL, 0.376 mmol) and was stirred 10 min. A precipitate formed and cyclohexane was added to dilute the mixture. After removal of solvent, the residue was dissolved in methylene chloride, 1 M aq. NH4OH was added and the extracted organic layer was dried and chromatographe... The reactants are CN(\C(=C/C=C(C#N)C#N)\C1=C(C=CC=C1)OCC1=CC=C(C=C1)OC)C (2-((2Z)-3-(dimethylamino)-3-{2-[(4methoxy-benzyl)oxy]phenyl}-2-propenylidene)malononitrile), N (NH3), CO (MeOH), O (water). Reaction conditions: temperature 120 celsius. Yields the product COC1=CC=C(COC2=C(C=CC=C2)C2=C(C#N)C=CC=N2)C=C1 ({2-[(4-methoxybenzyl)oxy]phenyl}nicotinonitrile). The yield is 4.3%. Reaction SMILES: CN(C)/[C:3](/[C:11]1[CH:16]=[CH:15][CH:14]=[CH:13][C:12]=1[O:17][CH2:18][C:19]1[CH:24]=[CH:23][C:22]([O:25][CH3:26])=[CH:21][CH:20]=1)=[CH:4]\[CH:5]=[C:6]([C:9]#[N:10])C#N.[NH3:28].O.[CH3:30]O>>[CH3:26][O:25][C:22]1[CH:21]=[CH:20][C:19]([CH2:18][O:17][C:12]2[CH:13]=[CH:14][CH:15]=[CH:16][C:11]=2[C:3]2[N:10]=[CH:9][CH:6]=[CH:5][C:4]=2[C:30]#[N:28])=[CH:24][CH:23]=1. Reported procedure: To a cold (−78° C.) solution of 2-((2Z)-3-(dimethylamino)-3-{2-[(4methoxy-benzyl)oxy]phenyl}-2-propenylidene)malononitrile ( 1.26 g, 3.51 mmol) in MeOH was added liquid NH3, and the mixture was heated at 120° C. in a sealed tube overnight. After cooled to room temperature, the reaction mixture was poured into water and the resulting mixture was extracted with ethyl acetate. The separated organic phase was washed with brine, and dried over MgSO4, filtered, and concentrated under reduced pressure.... Reactants: C(#N)C1=CC=C(C(C(=O)O)=C1)O (5-cyano salicylic acid), C(=O)(C(F)(F)F)O (TFA), C(=O)(C(F)(F)F)OC(=O)C(F)(F)F (TFAA). The solvent is CC(=O)C (acetone), CC(=O)C (acetone). Run at time 20 hour. Product: CC1(OC(C2=C(O1)C=CC(=C2)C#N)=O)C (2,2-dimethyl-4-oxo-4H-1,3-benzodioxine-6-carbonitrile). Yield: 18.5%. As a reaction SMILES: [C:1]([C:3]1[CH:11]=[C:7]([C:8]([OH:10])=[O:9])[C:6]([OH:12])=[CH:5][CH:4]=1)#[N:2].[C:13](O)([C:15](F)(F)F)=O.[C:20](OC(C(F)(F)F)=O)(C(F)(F)F)=O>CC(C)=O>[CH3:20][C:13]1([CH3:15])[O:12][C:6]2[CH:5]=[CH:4][C:3]([C:1]#[N:2])=[CH:11][C:7]=2[C:8](=[O:10])[O:9]1. Procedure: To a suspension of 5-cyano salicylic acid (60 g, 0.368 mol) in TFA (134 mL, 1.76 mol) and TFAA (45 mL, 0.32 mol) was added dry acetone (20 mL) and heated to reflux. After each 1 h interval was added 15 mL of dry acetone for 4 times and the reflux continued for 20 h. The reaction mixture was concentrated under vacuum and crude purified by flash column chromatography over silica gel (230-400 mesh) using CH2Cl2 as an eluent to give the title compound as a white solid (12 g, 15%). TLC: CH2Cl2 (100%)...